Task: describe an organic reaction: reactants, conditions, products, and yield. Dataset: the Open Reaction Database (ORD), a public repository of structured organic reaction records Reaction SMILES: CCN(C(C)C)C(C)C.Cl.[N:11]1[CH:16]=[CH:15][CH:14]=[C:13]([C:17]2[NH:21][N:20]=[C:19]([C:22]([OH:24])=O)[CH:18]=2)[CH:12]=1.C(C1C=NC=CC=1)(=O)C.C1C=CC2N(O)N=NC=2C=1.CCN=C=NCCCN(C)C.Cl.Cl.[NH2:57][CH2:58][C:59]([N:61]1[CH2:66][CH2:65][CH:64]([O:67][C:68]2[CH:73]=[CH:72][CH:71]=[CH:70][C:69]=2[Cl:74])[CH2:63][CH2:62]1)=[O:60]>CN(C=O)C.O>[Cl:74][C:69]1[CH:70]=[CH:71][CH:72]=[CH:73][C:68]=1[O:67][CH:64]1[CH2:63][CH2:62][N:61]([C:59](=[O:60])[CH2:58][NH:57][C:22]([C:19]2[CH:18]=[C:17]([C:13]3[CH:12]=[N:11][CH:16]=[CH:15][CH:14]=3)[NH:21][N:20]=2)=[O:24])[CH2:66][CH2:65]1 |f:1.2,5.6,7.8|. Product: ClC1=C(OC2CCN(CC2)C(CNC(=O)C2=NNC(=C2)C=2C=NC=CC2)=O)C=CC=C1 (5-pyridin-3-yl-1H-pyrazole-3-carboxylic acid {2-[4-(2-chloro-phenoxy)-piperidin-1-yl]-2-oxo-ethyl}-amide). Isolated yield 51.7%. Run in CN(C)C=O (DMF), O (water). The reactants are C(C)(=O)C=1C=NC=CC1 (3-acetylpyridine), C=1C=CC2=C(C1)N=NN2O (HOBt), Cl.NCC(=O)N1CCC(CC1)OC1=C(C=CC=C1)Cl (2-amino-1-[4-(2-chloro-phenoxy)-piperidin-1-yl]-ethanone hydrochloride), CCN(C(C)C)C(C)C (DIPEA), Cl.N1=CC(=CC=C1)C1=CC(=NN1)C(=O)O (5-pyridin-3-yl-1H-pyrazole-3-carboxylic acid hydrochloride), Intermediate 29, CCN=C=NCCCN(C)C.Cl (EDCI.HCl). Reaction conditions: time 8 hour. Procedure: DIPEA (290 mg, 2.26 mmol) to a stirred solution of 5-pyridin-3-yl-1H-pyrazole-3-carboxylic acid hydrochloride (100 mg, 0.44 mmol) (prepared by the method used for the synthesis of Intermediate 29, starting from 3-acetylpyridine) in DMF (2 mL) followed by HOBt (63 mg, 0.46 mmol) and EDCI.HCl (90 mg, 0.46 mmol). After 2 minutes 2-amino-1-[4-(2-chloro-phenoxy)-piperidin-1-yl]-ethanone hydrochloride (150 mg, 0.44 mmol) (prepared according to Step 1 and 5 of the General Scheme) was added to the react... Starting materials: C(=O)(OCC)C=1C=NC2=CC(=C(C=C2C1Cl)OC)OC (3-carbethoxy-4-chloro-6,7-dimethoxylquinoline), BrC=1C=C(N)C=CC1 (3-bromoaniline), N1=CC=CC=C1 (pyridine). The solvent is C(C)O (ethanol). The product is BrC=1C=C(C=CC1)NC1=C(C=NC2=CC(=C(C=C12)OC)OC)C(=O)OCC (4-[(3-Bromophenyl)amino]-6,7-dimethoxy-3-quinolinecarboxylic Acid, Ethyl Ester). RXN SMILES: [C:1]([C:6]1[CH:7]=[N:8][C:9]2[C:14]([C:15]=1Cl)=[CH:13][C:12]([O:17][CH3:18])=[C:11]([O:19][CH3:20])[CH:10]=2)([O:3][CH2:4][CH3:5])=[O:2].[Br:21][C:22]1[CH:23]=[C:24]([CH:26]=[CH:27][CH:28]=1)[NH2:25].N1C=CC=CC=1>C(O)C>[Br:21][C:22]1[CH:23]=[C:24]([NH:25][C:15]2[C:14]3[C:9](=[CH:10][C:11]([O:19][CH3:20])=[C:12]([O:17][CH3:18])[CH:13]=3)[N:8]=[CH:7][C:6]=2[C:1]([O:3][CH2:4][CH3:5])=[O:2])[CH:26]=[CH:27][CH:28]=1. Procedure details: A mixture of 14.8 g of 3-carbethoxy-4-chloro-6,7-dimethoxylquinoline, 9.46 g of 3-bromoaniline, 4.05 ml of pyridine, and 150 ml of ethanol was refluxed for 30 min, evaporated to remove ethanol, and partitioned with dichloromethane-aq sodium bicarbonate. The organic layer was washed with water, dried, and concentrated. The residue was recrystallized from ethanol to give a white solid, mp 155-158° C. Starting materials: N[C@H]1C(N([C@@H]1CC=C)C(C(=O)OC)=C(C)C)=O (methyl [(3R,4R)-3-amino-4-allyl-2-oxoazetidin-1-yl]-3-methylbut-2-enoate), N1=C(C=CC=C1C)C (2,6-lutidine), ClC(=O)OCC1=CC=CC=C1 (benzyl chloroformate). Solvent: C(Cl)Cl (methylene chloride), C(C)(=O)OCC (ethyl acetate). Reaction conditions: temperature 0 celsius, time 30 minute. Product: C(C1=CC=CC=C1)OC(=O)N[C@H]1C(N([C@@H]1CC=C)C(C(=O)OC)=C(C)C)=O (methyl [(3R,4R)-3-benzyloxycarbonylamino-4-allyl-2-oxoazetidin-1-yl]-3-methylbut-2-enoate). Reaction SMILES: [NH2:1][C@@H:2]1[C@@H:5]([CH2:6][CH:7]=[CH2:8])[N:4]([C:9](=[C:14]([CH3:16])[CH3:15])[C:10]([O:12][CH3:13])=[O:11])[C:3]1=[O:17].N1C(C)=CC=CC=1C.Cl[C:27]([O:29][CH2:30][C:31]1[CH:36]=[CH:35][CH:34]=[CH:33][CH:32]=1)=[O:28]>C(Cl)Cl.C(OCC)(=O)C>[CH2:30]([O:29][C:27]([NH:1][C@@H:2]1[C@@H:5]([CH2:6][CH:7]=[CH2:8])[N:4]([C:9](=[C:14]([CH3:16])[CH3:15])[C:10]([O:12][CH3:13])=[O:11])[C:3]1=[O:17])=[O:28])[C:31]1[CH:36]=[CH:35][CH:34]=[CH:33][CH:32]=1. Reported procedure: To a solution of methyl [(3R,4R)-3-amino-4-allyl-2-oxoazetidin-1-yl]-3-methylbut-2-enoate (7.0 g) in methylene chloride (110 ml) were added 2,6-lutidine (4.11 ml) and benzyl chloroformate (5.03 ml) at 0° C. and the mixture was stirred for 30 minutes at 0° C. The reaction mixture was diluted with ethyl acetate (800 ml) and the solution was washed with diluted hydrochloric acid, brine, aqueous saturated sodium bicarbonate, and brine. The organic layer was dried over magnesium sulfate and evaporate... The reactants are C(#N)C1=CC(=C(C(=C1)OCC1=CC=CC=C1)NC(C)=O)[N+](=O)[O-] (N-{4-Cyano-2-nitro-6-[(phenylmethyl)oxy]phenyl}acetamide). The reagents and catalysts are [Fe] (iron). Run in C(C)(=O)O (acetic acid). Reaction conditions: time 2 hour. Product: CC1=NC2=C(N1)C=C(C=C2OCC2=CC=CC=C2)C#N (2-Methyl-4-[(phenylmethyl)oxy]-1H-benzimidazole-6-carbonitrile). Yield: 82.0%. As a reaction SMILES: [C:1]([C:3]1[CH:8]=[C:7]([O:9][CH2:10][C:11]2[CH:16]=[CH:15][CH:14]=[CH:13][CH:12]=2)[C:6]([NH:17][C:18](=O)[CH3:19])=[C:5]([N+:21]([O-])=O)[CH:4]=1)#[N:2]>C(O)(=O)C.[Fe]>[CH3:19][C:18]1[NH:21][C:5]2[CH:4]=[C:3]([C:1]#[N:2])[CH:8]=[C:7]([O:9][CH2:10][C:11]3[CH:16]=[CH:15][CH:14]=[CH:13][CH:12]=3)[C:6]=2[N:17]=1. Reported procedure: A mixture of N-{4-cyano-2-nitro-6-[(phenylmethyl)oxy]phenyl}acetamide (5.5 g, 17.7 mmol, STEP 2) and iron powder (2.96 g, 53.0 mmol) in acetic acid (90 mL) was refluxed with stirring for 2 hours. After cooling to room temperature, the mixture was filtered through a pad of Celite, and the filtrate was concentrated in vacuum. The residue was poured into water, and the aqueous layer was extracted with ethyl acetate/methanol (20:1). The organic layers were combined, washed with brine, dried over mag...